From a dataset of the Open Reaction Database (ORD), a public repository of structured organic reaction records. describe an organic reaction: reactants, conditions, products, and yield Starting materials: BrC1=CC(=C(C(=C1)OCC1=CC=CC=C1)NC(C)=O)[N+](=O)[O-] (N-{4-Bromo-2-nitro-6-[(phenylmethyl)oxy]phenyl}acetamide), CN(C=O)C (N,N-dimethylformamide). The reagents and catalysts are [C-]#N.[Zn+2].[C-]#N (zinc cyanide), C=1C=CC(=CC1)[P](C=2C=CC=CC2)(C=3C=CC=CC3)[Pd]([P](C=4C=CC=CC4)(C=5C=CC=CC5)C=6C=CC=CC6)([P](C=7C=CC=CC7)(C=8C=CC=CC8)C=9C=CC=CC9)[P](C=1C=CC=CC1)(C=1C=CC=CC1)C=1C=CC=CC1 (tetrakis(triphenylphosphine)palladium). Reaction conditions: temperature 170 celsius. Yields the product C(#N)C1=CC(=C(C(=C1)OCC1=CC=CC=C1)NC(C)=O)[N+](=O)[O-] (N-{4-Cyano-2-nitro-6-[(phenylmethyl)oxy]phenyl}acetamide). The yield is 99.0%. RXN SMILES: Br[C:2]1[CH:7]=[C:6]([O:8][CH2:9][C:10]2[CH:15]=[CH:14][CH:13]=[CH:12][CH:11]=2)[C:5]([NH:16][C:17](=[O:19])[CH3:18])=[C:4]([N+:20]([O-:22])=[O:21])[CH:3]=1.[CH3:23][N:24](C)C=O>[C-]#N.[Zn+2].[C-]#N.C1C=CC([P]([Pd]([P](C2C=CC=CC=2)(C2C=CC=CC=2)C2C=CC=CC=2)([P](C2C=CC=CC=2)(C2C=CC=CC=2)C2C=CC=CC=2)[P](C2C=CC=CC=2)(C2C=CC=CC=2)C2C=CC=CC=2)(C2C=CC=CC=2)C2C=CC=CC=2)=CC=1>[C:23]([C:2]1[CH:7]=[C:6]([O:8][CH2:9][C:10]2[CH:15]=[CH:14][CH:13]=[CH:12][CH:11]=2)[C:5]([NH:16][C:17](=[O:19])[CH3:18])=[C:4]([N+:20]([O-:22])=[O:21])[CH:3]=1)#[N:24] |f:2.3.4,^1:36,38,57,76|. Reported procedure: A mixture of N-{4-bromo-2-nitro-6-[(phenylmethyl)oxy]phenyl}acetamide (6.5 g, 17.8 mmol, STEP 1), zinc cyanide (4.18 g, 35.6 mmol), and tetrakis(triphenylphosphine)palladium (2.06 g, 1.78 mmol) in N,N-dimethylformamide (100 mL) was heated to 170° C. for 20 minutes in the microwave synthesizer (Biotage, Emrys Optimizer). After cooling to room temperature, the suspension was filtered, and washed with ethyl acetate. The organic layers were combined, washed with water, dried over magnesium sulfate, ... Reactants: CS(=O)(=O)c1nnc(-c2ccc3cnsc3c2)s1, CC(=O)[O-], CO, ClCCl, [NH4+]. Yields the product Nc1nnc(-c2ccc3cnsc3c2)s1. As a reaction SMILES: [CH3:1][S:2](=[O:3])(=[O:4])[c:5]1[n:6][n:7][c:8](-[c:10]2[cH:11][c:12]3[c:13]([cH:14][n:15][s:16]3)[cH:17][cH:18]2)[s:9]1.[CH3:20][C:21](=[O:22])[O-:23].[CH3:24][OH:25].[Cl:26][CH2:27][Cl:28].[NH4+:19]>>[c:5]1([NH2:19])[n:6][n:7][c:8](-[c:10]2[cH:11][c:12]3[c:13]([cH:14][n:15][s:16]3)[cH:17][cH:18]2)[s:9]1. Reactants: COC1=C(C(=O)N2C[C@@](CC2)(CCO)C2=CC(=C(C=C2)Cl)Cl)C=C(C=C1)N1N=NN=C1 ((S)-1-(2-methoxy-5-(1H-tetrazol-1-yl)benzoyl)-3-(3,4-dichlorophenyl)-3-(2-hydroxyethyl)pyrrolidine), CS(=O)(=O)Cl (methanesulfonyl chloride). Yields the product COC1=C(C(=O)N2C[C@@](CC2)(CCOS(=O)(=O)C)C2=CC(=C(C=C2)Cl)Cl)C=C(C=C1)N1N=NN=C1 ((S)-1-(2-methoxy-5-(1H-tetrazol-1-yl)benzoyl)-3-(3,4-dichlorophenyl)-3-(2-methanesulfonyloxyethyl)pyrrolidine). As a reaction SMILES: [CH3:1][O:2][C:3]1[CH:26]=[CH:25][C:24]([N:27]2[CH:31]=[N:30][N:29]=[N:28]2)=[CH:23][C:4]=1[C:5]([N:7]1[CH2:11][CH2:10][C@@:9]([C:15]2[CH:20]=[CH:19][C:18]([Cl:21])=[C:17]([Cl:22])[CH:16]=2)([CH2:12][CH2:13][OH:14])[CH2:8]1)=[O:6].[CH3:32][S:33](Cl)(=[O:35])=[O:34]>>[CH3:1][O:2][C:3]1[CH:26]=[CH:25][C:24]([N:27]2[CH:31]=[N:30][N:29]=[N:28]2)=[CH:23][C:4]=1[C:5]([N:7]1[CH2:11][CH2:10][C@@:9]([C:15]2[CH:20]=[CH:19][C:18]([Cl:21])=[C:17]([Cl:22])[CH:16]=2)([CH2:12][CH2:13][O:14][S:33]([CH3:32])(=[O:35])=[O:34])[CH2:8]1)=[O:6]. Reported procedure: Prepare by the method of Example 2.5.2 using (S)-1-(2-methoxy-5-(1H-tetrazol-1-yl)benzoyl)-3-(3,4-dichlorophenyl)-3-(2-hydroxyethyl)pyrrolidine (0.6 g, 1.3 mmol) and methanesulfonyl chloride (0.12 mL, 1.2 mmol) to give the title compound: Rf=0.15 (silica gel, ethyl acetate). Reactants: O1CCCC1 (tetrahydrofuran), O (water), C1(CCC1)C(C1=CC=C(C(=O)OCC)C=C1)O (ethyl 4-(cyclobutyl(hydroxy)methyl)benzoate), O.[OH-].[Li+] (Lithium hydroxide monohydrate). Run in CO (methanol). Run at time 18 hour. Product: C1(CCC1)C(C1=CC=C(C(=O)O)C=C1)O (4-(cyclobutyl(hydroxy)methyl)benzoic acid). Yield: 77.2%. RXN SMILES: [CH:1]1([CH:5]([OH:17])[C:6]2[CH:16]=[CH:15][C:9]([C:10]([O:12]CC)=[O:11])=[CH:8][CH:7]=2)[CH2:4][CH2:3][CH2:2]1.O1CCCC1.O.O.[OH-].[Li+]>CO>[CH:1]1([CH:5]([OH:17])[C:6]2[CH:16]=[CH:15][C:9]([C:10]([OH:12])=[O:11])=[CH:8][CH:7]=2)[CH2:4][CH2:3][CH2:2]1 |f:3.4.5|. Reported procedure: To a flask containing ethyl 4-(cyclobutyl(hydroxy)methyl)benzoate (530 mg, 2.26 mmol) was added tetrahydrofuran (5.60 mL), water (5.60 mL), and methanol (5.60 mL). Lithium hydroxide monohydrate (475 mg, 11.3 mmol) was then added. The suspension was stirred at room temperature for 18 hours. The reaction was quenched with 1 N hydrochloric acid to pH 3 and extracted three times with ethyl acetate. The combined organic layers were dried over sodium sulfate, filtered, and concentrated to give 490 mg ... RXN SMILES: Cl[CH2:2][CH2:3][CH2:4][CH2:5][N:6]([C:10]1[CH:15]=[C:14]([CH3:16])[CH:13]=[C:12]([CH3:17])[N:11]=1)C(=O)C.[CH3:18][NH:19][CH3:20].C(O)C.C>>[CH3:18][N:19]([CH3:20])[CH2:2][CH2:3][CH2:4][CH2:5][NH:6][C:10]1[CH:15]=[C:14]([CH3:16])[CH:13]=[C:12]([CH3:17])[N:11]=1. Yields the product CN(CCCCNC1=NC(=CC(=C1)C)C)C (2-(4-Dimethylaminobutylamino)-4,6-dimethylpyridine). Procedure: N-(4-Chlorobutyl)-N-(4,6-dimethyl-2-pyridyl)acetamide (28 g., 0.11 mole) is heated with dimethylamine (25 g., 0.55 mole) in 250 mole of ethanol in the presence of cuprous chloride (0.5 g.) for 6 hours at 100°. On cooling the mixture is treated with charcoal, filtered, and then concentrated under vacuum. The residue is taken up in dilute sodium hydroxide and the mixture extracted with diethyl ether, then methylene chloride. The organic extracts are concentrated after washing with water. The resid... Reactants: ClCCCCN(C(C)=O)C1=NC(=CC(=C1)C)C (N-(4-Chlorobutyl)-N-(4,6-dimethyl-2-pyridyl)acetamide), CNC (dimethylamine), C(C)O (ethanol), cuprous chloride, C (charcoal).